The task is: describe an organic reaction: reactants, conditions, products, and yield. This data is from the Open Reaction Database (ORD), a public repository of structured organic reaction records. The solvent is C1=CC=CC=C1 (benzene), C(CCC)O (1-butanol), O (water). Product: 186.5, BrCC1(OCC(O1)CO)C1=CC=C(C=C1)OC (2-(bromomethyl)-2-(4-methoxyphenyl)-1,3-dioxolane-4-methanol). Procedure: A mixture of 69 parts of 1,2,3-propanetriol, 142 parts of 2-bromo-1-(4-methoxyphenyl)-ethanone, 6.3 parts of 4-methylbenzenesulfonic acid, 80 parts of 1-butanol and 450 parts of benzene was stirred and refluxed for 20 hours with water separator. The reaction mixture was cooled and poured into a diluted sodium hydroxide solution. The layers were separated and the aqueous phase was extracted twice with methylbenzene. The combined organic phases were washed with water, dried, filtered and evaporate... RXN SMILES: [CH2:1]([OH:6])[CH:2]([OH:5])[CH2:3][OH:4].[Br:7][CH2:8][C:9]([C:11]1[CH:16]=[CH:15][C:14]([O:17][CH3:18])=[CH:13][CH:12]=1)=O.CC1C=CC(S(O)(=O)=O)=CC=1.[OH-].[Na+]>O.C1C=CC=CC=1.C(O)CCC>[Br:7][CH2:8][C:9]1([C:11]2[CH:16]=[CH:15][C:14]([O:17][CH3:18])=[CH:13][CH:12]=2)[O:5][CH:2]([CH2:3][OH:4])[CH2:1][O:6]1 |f:3.4|. Reactants: 69, C(C(CO)O)O (1,2,3-propanetriol), BrCC(=O)C1=CC=C(C=C1)OC (2-bromo-1-(4-methoxyphenyl)-ethanone), CC1=CC=C(C=C1)S(=O)(=O)O (4-methylbenzenesulfonic acid), [OH-].[Na+] (sodium hydroxide). Reactants: OC=1C=C2C(C3=C(N(N=C3C=3C=CC(=NC3)C#N)COCC[Si](C)(C)C)C2=CC1OC)(C)C (5-(6-hydroxy-7-methoxy-4,4-dimethyl-1-{[2-(trimethylsilyl)ethoxy]methyl}-1,4-dihydroindeno[1,2-c]pyrazol-3-yl)pyridine-2-carbonitrile). Reagents/catalysts: Cl (HCl). The solvent is CCO (EtOH). Yields the product OC=1C=C2C(C3=C(NN=C3C=3C=CC(=NC3)C#N)C2=CC1OC)(C)C (5-(6-hydroxy-7-methoxy-4,4-dimethyl-1,4-dihydroindeno[1,2-c]pyrazol-3-yl)pyridine-2-carbonitrile). Isolated yield 24.2%. Reaction SMILES: [OH:1][C:2]1[CH:3]=[C:4]2[C:27](=[CH:28][C:29]=1[O:30][CH3:31])[C:7]1[N:8](COCC[Si](C)(C)C)[N:9]=[C:10]([C:11]3[CH:12]=[CH:13][C:14]([C:17]#[N:18])=[N:15][CH:16]=3)[C:6]=1[C:5]2([CH3:33])[CH3:32]>Cl.CCO>[OH:1][C:2]1[CH:3]=[C:4]2[C:27](=[CH:28][C:29]=1[O:30][CH3:31])[C:7]1[NH:8][N:9]=[C:10]([C:11]3[CH:12]=[CH:13][C:14]([C:17]#[N:18])=[N:15][CH:16]=3)[C:6]=1[C:5]2([CH3:33])[CH3:32]. Reported procedure: A mixture of Example 134D (23.0 mg, 0.0497 mmol) and HCl (concentrated, 2 drops) in EtOH (2 mL) was stirred at 75° C. for 1.5 hours. The solvent was evaporated and the residue was purified using reversed-phase HPLC to give the desired product (4.0 mg) as TFA salt. MS (ESI) m/z: 333.0 (M+H)+; 1H NMR (300 MHz, CD3OD) δ ppm 1.56 (s, 6H) 3.93 (s, 3H) 6.94 (s, 1H) 7.20 (s, 1H) 7.99 (d, J=8.14 Hz, 1H) 8.32 (dd, J=8.14, 2.37 Hz, 1H) 9.11 (d, J=2.37 Hz, 1H). Reactants: C(O)([O-])=O.CN(C1=CC=C(C=N[N+]2=C(N(C=C2)N=CC2=CC=C(C=C2)N(C)C)C(C)C)C=C1)C (1,3-bis[[p-(dimethylamino)benzylidene]amino]-2-isopropylimidazolium hydrogen carbonate), CS(=O)(=O)O (methanesulfonic acid). Run in CO (methanol). Run at time 10 minute. Yields the product CS(=O)(=O)[O-].CN(C1=CC=C(C=N[N+]2=C(N(C=C2)N=CC2=CC=C(C=C2)N(C)C)C(C)C)C=C1)C (1,3-bis[[p-(dimethylamino)benzylidene]amino]-2-isopropylimidazolium methanesulfonate). Reaction SMILES: C(=O)([O-])O.[CH3:5][N:6]([CH3:34])[C:7]1[CH:33]=[CH:32][C:10]([CH:11]=[N:12][N+:13]2[CH:17]=[CH:16][N:15]([N:18]=[CH:19][C:20]3[CH:25]=[CH:24][C:23]([N:26]([CH3:28])[CH3:27])=[CH:22][CH:21]=3)[C:14]=2[CH:29]([CH3:31])[CH3:30])=[CH:9][CH:8]=1.[CH3:35][S:36]([OH:39])(=[O:38])=[O:37]>CO>[CH3:35][S:36]([O-:39])(=[O:38])=[O:37].[CH3:28][N:26]([CH3:27])[C:23]1[CH:22]=[CH:21][C:20]([CH:19]=[N:18][N+:15]2[CH:16]=[CH:17][N:13]([N:12]=[CH:11][C:10]3[CH:32]=[CH:33][C:7]([N:6]([CH3:5])[CH3:34])=[CH:8][CH:9]=3)[C:14]=2[CH:29]([CH3:31])[CH3:30])=[CH:25][CH:24]=1 |f:0.1,4.5|. Reported procedure: 48 mg of 1,3-bis[[p-(dimethylamino)benzylidene]amino]-2-isopropylimidazolium hydrogen carbonate are dissolved in 4 ml of methanol and 9.6 mg of methanesulfonic acid are added thereto. After 10 minutes, the solution is concentrated at room temperature in a vacuum and the product is crystallized by the addition of ether. There is obtained 1,3-bis[[p-(dimethylamino)benzylidene]amino]-2-isopropylimidazolium methanesulfonate of melting point 238°-239°.